This data is from the Open Reaction Database (ORD), a public repository of structured organic reaction records. The task is: describe an organic reaction: reactants, conditions, products, and yield The reactants are IC=1C=C2C(C(NC2=CC1)=O)=O (5-iodo-1H-indole-2,3-dione), N(N)C(COC1=CC=C(C(=O)OC)C=C1)=O (methyl 4-(2-hydrazino-2-oxoethoxy)benzoate). Solvent: C(C)(=O)O (acetic acid). Reaction conditions: temperature 100 celsius. Product: IC=1C=C2C(C(NC2=CC1)=O)=NNC(COC1=CC=C(C(=O)OC)C=C1)=O (Methyl 4-{2-[2-(5-iodo-2-oxo-1,2-dihydro-3H-indol-3-ylidene)hydrazino]-2-oxoethoxy}benzoate). Yield: 77.0%. Reaction SMILES: [I:1][C:2]1[CH:3]=[C:4]2[C:8](=[CH:9][CH:10]=1)[NH:7][C:6](=[O:11])[C:5]2=O.[NH:13]([C:15](=[O:28])[CH2:16][O:17][C:18]1[CH:27]=[CH:26][C:21]([C:22]([O:24][CH3:25])=[O:23])=[CH:20][CH:19]=1)[NH2:14]>C(O)(=O)C>[I:1][C:2]1[CH:3]=[C:4]2[C:8](=[CH:9][CH:10]=1)[NH:7][C:6](=[O:11])[C:5]2=[N:14][NH:13][C:15](=[O:28])[CH2:16][O:17][C:18]1[CH:27]=[CH:26][C:21]([C:22]([O:24][CH3:25])=[O:23])=[CH:20][CH:19]=1. Reported procedure: Following the general method as outlined in Example 1, into a suspension of 5-iodo-1H-indole-2,3-dione in acetic acid was added methyl 4-(2-hydrazino-2-oxoethoxy)benzoate. After stirring at 100° C., the reaction mixture was cooled to rt and a yellow solid precipitated out. Filtration on a fritté, washing with AcOH, water and drying under vacuo at 60° C. overnight gave 185 mg of the title compound (77%) as a yellow solid in 99.1% purity by HPLC (Rt: 5.34, gradient of 10 min, MaxPlot detection bet... Reactants: BrCCOCCOC1=C(C=C2C(=NC=NC2=C1)OC=1C(=C2C=C(NC2=CC1)C)F)OC (7-[2-(2-bromoethoxy)ethoxy]-6-methoxy-4-(4-fluoro-2-methylindol-5-yloxy)quinazoline), C(C)(=O)N1CCNCC1 (1-acetylpiperazine). Solvent: CN(C=O)C (N,N-dimethylformamide), C(C)(=O)OCC (ethyl acetate). Reaction conditions: time 8 hour. Product: C(C)(=O)N1CCN(CC1)CCOCCOC1=C(C=C2C(=NC=NC2=C1)OC=1C(=C2C=C(NC2=CC1)C)F)OC (7-{2-[2-(4-acetylpiperazin-1-yl)ethoxy]ethoxy}-4-[(4-fluoro-2-methyl-1H-indol-5-yl)oxy]-6-methoxyquinazoline). The yield is 63.6%. RXN SMILES: Br[CH2:2][CH2:3][O:4][CH2:5][CH2:6][O:7][C:8]1[CH:17]=[C:16]2[C:11]([C:12]([O:18][C:19]3[C:20]([F:29])=[C:21]4[C:25](=[CH:26][CH:27]=3)[NH:24][C:23]([CH3:28])=[CH:22]4)=[N:13][CH:14]=[N:15]2)=[CH:10][C:9]=1[O:30][CH3:31].[C:32]([N:35]1[CH2:40][CH2:39][NH:38][CH2:37][CH2:36]1)(=[O:34])[CH3:33]>CN(C)C=O.C(OCC)(=O)C>[C:32]([N:35]1[CH2:40][CH2:39][N:38]([CH2:2][CH2:3][O:4][CH2:5][CH2:6][O:7][C:8]2[CH:17]=[C:16]3[C:11]([C:12]([O:18][C:19]4[C:20]([F:29])=[C:21]5[C:25](=[CH:26][CH:27]=4)[NH:24][C:23]([CH3:28])=[CH:22]5)=[N:13][CH:14]=[N:15]3)=[CH:10][C:9]=2[O:30][CH3:31])[CH2:37][CH2:36]1)(=[O:34])[CH3:33]. Reported procedure: A mixture of 7-[2-(2-bromoethoxy)ethoxy]-6-methoxy-4-(4-fluoro-2-methylindol-5-yloxy)quinazoline (165 mg, 0.38 mmol) and 1-acetylpiperazine (129 mg, 1.01 mmol) in N,N-dimethylformamide (4 ml) was stirred overnight at ambient temperature. The mixture was diluted with ethyl acetate, washed with brine (×2), dried (MgSO4) and concentrated under reduced pressure. Column chromatography of the residue, eluting with 5% 7N ammonia in methanol/methylene chloride gave 7-{2-[2-(4-acetylpiperazin-1-yl)ethoxy... The product is NC1=CC(NC(=N1)C1=C(C=CC=C1)OCCC)=O (6-Amino-2-(2-propoxyphenyl)pyrimidin-4[3H]-one). Procedure: Ethyl cyanoacetate (4.52 g) was added to a stirred solution of 2-propoxybenzamidine in ethanol (prepared from sodium, 1.84 g., in ethanol, 100 ml, and 2-propoxybenzamidine methanesulphonate, 11.61 g). The reaction mixture was stirred at ambient temperature for 18 hours and then evaporated under reduced pressure to leave a residue which was dissolved in water. The aqueous solution was extracted with diethyl ether (2×25 ml) and the combined ether extracts were washed with water. The combined aqueo... Reaction SMILES: [C:1]([CH2:3][C:4](OCC)=[O:5])#[N:2].[CH2:9]([O:12][C:13]1[CH:21]=[CH:20][CH:19]=[CH:18][C:14]=1[C:15]([NH2:17])=[NH:16])[CH2:10][CH3:11]>C(O)C.O>[NH2:2][C:1]1[N:17]=[C:15]([C:14]2[CH:18]=[CH:19][CH:20]=[CH:21][C:13]=2[O:12][CH2:9][CH2:10][CH3:11])[NH:16][C:4](=[O:5])[CH:3]=1. Conditions: time 18 hour. Starting materials: C(#N)CC(=O)OCC (Ethyl cyanoacetate), C(CC)OC1=C(C(=N)N)C=CC=C1 (2-propoxybenzamidine). Solvent: C(C)O (ethanol), O (water). Reactants: N (Ammonia), ClC1=C(C=CC=C1Cl)C=C(C(=O)OC)C(C1=CC=CC=C1)=O (methyl alpha-(2,3-dichlorophenylmethylene)-beta-oxobenzenepropanoate), NC(=CC(=O)OCC)C (ethyl 3-amino-2-butenoate). Solvent: C(C)(C)(C)O (tert. butanol). Product: ClC1=C(C=CC=C1Cl)C1C(=C(NC(=C1C(=O)OC)C1=CC=CC=C1)C)C(=O)OCC (3-Ethyl 5-methyl 4-(2,3-dichlorophenyl)-1,4-dihydro-2-methyl-6-phenyl-3,5-pyridinedicarboxylate). Yield: 9.3%. Reaction SMILES: N.[Cl:2][C:3]1[C:8]([Cl:9])=[CH:7][CH:6]=[CH:5][C:4]=1[CH:10]=[C:11]([C:16](=O)[C:17]1[CH:22]=[CH:21][CH:20]=[CH:19][CH:18]=1)[C:12]([O:14][CH3:15])=[O:13].[NH2:24][C:25]([CH3:32])=[CH:26][C:27]([O:29][CH2:30][CH3:31])=[O:28]>C(O)(C)(C)C>[Cl:2][C:3]1[C:8]([Cl:9])=[CH:7][CH:6]=[CH:5][C:4]=1[CH:10]1[C:11]([C:12]([O:14][CH3:15])=[O:13])=[C:16]([C:17]2[CH:22]=[CH:21][CH:20]=[CH:19][CH:18]=2)[NH:24][C:25]([CH3:32])=[C:26]1[C:27]([O:29][CH2:30][CH3:31])=[O:28]. Reported procedure: Ammonia (0.5 ml, d=0.88) was added to a solution of methyl alpha-(2,3-dichlorophenylmethylene)-beta-oxobenzenepropanoate (2 g, 7.3 mmoles) and ethyl 3-amino-2-butenoate (0.77 g, 6.0 mmoles) in tert. butanol (8 ml) at 60°. The reaction was maintained at this temperature for 16 hours. The solvent was removed in vacuo and the residue was chromatographed on silica eluting with ethyl acetate/petroleum ether (60°-80°) mixtures. The title compound (0.25 g) was obtained after crystallisation from 2-prop... The reactants are CCO, [H][H], O=C1C(=Cc2ccccn2)COc2ccc(-c3ccc(OC(F)(F)F)cc3)cc21. Product: O=C1c2cc(-c3ccc(OC(F)(F)F)cc3)ccc2OCC1Cc1ccccn1. As a reaction SMILES: [CH3:32][CH2:33][OH:34].[H:30][H:31].[n:1]1[c:2]([CH:7]=[C:8]2[CH2:9][O:10][c:11]3[cH:12][cH:13][c:14](-[c:19]4[cH:20][cH:21][c:22]([O:25][C:26]([F:27])([F:28])[F:29])[cH:23][cH:24]4)[cH:15][c:16]3[C:17]2=[O:18])[cH:3][cH:4][cH:5][cH:6]1>>[n:1]1[c:2]([CH2:7][CH:8]2[CH2:9][O:10][c:11]3[cH:12][cH:13][c:14](-[c:19]4[cH:20][cH:21][c:22]([O:25][C:26]([F:27])([F:28])[F:29])[cH:23][cH:24]4)[cH:15][c:16]3[C:17]2=[O:18])[cH:3][cH:4][cH:5][cH:6]1.